This data is from the Open Reaction Database (ORD), a public repository of structured organic reaction records. The task is: describe an organic reaction: reactants, conditions, products, and yield Reactants: C(C)OC(C=C)=O (ethylacrylate), COC(C(=C)C)=O (methylmethacrylate), C(C1CO1)OC(C(=C)C)=O (glycidylmethacrylate). Product: C(C)OC(C=C)=O.C(C(=C)C)(=O)OC.C(C1CO1)OC(C(=C)C)=O (ethylacrylate methyl methacrylate glycidylmethacrylate). RXN SMILES: [CH2:1]([O:3][C:4](=[O:7])[CH:5]=[CH2:6])[CH3:2].[CH3:8][O:9][C:10](=[O:14])[C:11]([CH3:13])=[CH2:12].[CH2:15]([O:19][C:20](=[O:24])[C:21]([CH3:23])=[CH2:22])[CH:16]1[O:18][CH2:17]1>>[CH2:1]([O:3][C:4](=[O:7])[CH:5]=[CH2:6])[CH3:2].[C:10]([O:9][CH3:8])(=[O:14])[C:11]([CH3:13])=[CH2:12].[CH2:15]([O:19][C:20](=[O:24])[C:21]([CH3:23])=[CH2:22])[CH:16]1[O:18][CH2:17]1 |f:3.4.5|. Reported procedure: The procedure of Example 1 was repeated, a mixture of monomers containing 250 g of ethylacrylate, 150 g of methylmethacrylate, 100 g of glycidylmethacrylate was employed. Starting materials: polyphosphoric acid, C([O-])(O)=O.[Na+] (sodium bicarbonate), C(C)OC(=O)C=1C(NC2=CN=CC=C2C1)=O (2-oxo-1,2-Dihydro-[1,7]naphthyridine-3-carboxylic Acid Ethyl Ester), C1(=C(C=CC=C1)N)N (1,2-phenylenediamine). Run in polyphosphoric acid, ice water. Reaction conditions: temperature 200 celsius. Yields the product N1C(=NC2=C1C=CC=C2)C=2C(NC1=CN=CC=C1C2)=O (3-(1H-Benzoimidazol-2-yl)-1H-[1,7]naphthyridin-2-one). Reaction SMILES: C(O[C:4]([C:6]1[C:7](=[O:16])[NH:8][C:9]2[C:14]([CH:15]=1)=[CH:13][CH:12]=[N:11][CH:10]=2)=O)C.[C:17]1([NH2:24])[CH:22]=[CH:21][CH:20]=[CH:19][C:18]=1[NH2:23].C(=O)(O)[O-].[Na+]>>[NH:23]1[C:18]2[CH:19]=[CH:20][CH:21]=[CH:22][C:17]=2[N:24]=[C:4]1[C:6]1[C:7](=[O:16])[NH:8][C:9]2[C:14]([CH:15]=1)=[CH:13][CH:12]=[N:11][CH:10]=2 |f:2.3|. Reported procedure: A mixture of 6-3 (300 mg, 1.37 mmol, 1 equiv) and 1,2-phenylenediamine (223 mg, 2.06 mmol, 1.5 equiv) in polyphosphoric acid (8 mL) was heated at 200° C. for 3 h. The hot rxn mixture was poured into ice water (50 mL), and the resulting mixture was allowed to stand until all polyphosphoric acid had dissolved. The acidic suspension was neutralized with saturated aqueous sodium bicarbonate solution, then extracted with ethyl acetate (5×100 mL). The combined organic layers were dried over sodium sul... Reactants: [K] (potassium), C(#N)C(C(=O)N)=NO (2-cyano-2-oximinoacetamide), C1(=CC=C(C=C1)S(=O)(=O)OCCN1N=CN=C1)C (1-(2-(p-toluenesulphonyloxy)-ethyl)-1,2,4-triazole). Solvent: C(C)#N (acetonitrile). The product is C(#N)C(C(=O)N)=NOCCN1N=CN=C1 (2-cyano-2-[2-(1,2,4-triazol-1-yl)-ethyl-oximino]-acetamide). As a reaction SMILES: [K].[C:2]([C:4](=[N:8][OH:9])[C:5]([NH2:7])=[O:6])#[N:3].C1(C)C=CC(S(O[CH2:20][CH2:21][N:22]2[CH:26]=[N:25][CH:24]=[N:23]2)(=O)=O)=CC=1>C(#N)C>[C:2]([C:4](=[N:8][O:9][CH2:20][CH2:21][N:22]1[CH:26]=[N:25][CH:24]=[N:23]1)[C:5]([NH2:7])=[O:6])#[N:3] |^1:0|. Procedure details: 15.1 g (0.1 mol) of the potassium salt of 2-cyano-2-oximinoacetamide and 28.3 g (0.106 mol) of 1-(2-(p-toluenesulphonyloxy)-ethyl)-1,2,4-triazole in 100 ml of acetonitrile are heated at 80° C. for 10 hours. The solid product is separated off, and the acetonitrile solution is evaporated down in vacuo. The residue is recrystallized from boiling diethyl ketone. 13.4 g of 2-cyano-2-[2-(1,2,4-triazol-1-yl)-ethyl-oximino]-acetamide of melting point 137° C. are obtained: this is 64% of theory. Reactants: [N+](=O)(O)[O-] (nitric acid), C(C)OC=1C(=NC=CC1)C (3-Ethoxy-2-methylpyridine), ice water. Solvent: S(O)(O)(=O)=O (sulphuric acid), S(O)(O)(=O)=O (sulphuric acid). Yields the product C(C)OC=1C(=NC(=CC1)[N+](=O)[O-])C (3-ethoxy-2-methyl-6-nitropyridine). Reaction SMILES: [CH2:1]([O:3][C:4]1[C:5]([CH3:10])=[N:6][CH:7]=[CH:8][CH:9]=1)[CH3:2].[N+:11]([O-])([OH:13])=[O:12]>S(=O)(=O)(O)O>[CH2:1]([O:3][C:4]1[C:5]([CH3:10])=[N:6][C:7]([N+:11]([O-:13])=[O:12])=[CH:8][CH:9]=1)[CH3:2]. Reported procedure: 3-Ethoxy-2-methylpyridine (132.5 g) was added dropwise to concentrated sulphuric acid (530 ml) with stirring and cooling to keep the mixture below 10° C. A mixture of concentrated nitric acid (81 ml) and concentrated sulphuric acid (97 ml) was added dropwise over 4 hours, keeping the temperature below 5° C. The reaction mixture was allowed to warm up slowly to ambient temperature and then added in portions to ice/water (2.5 l). The solid was collected by filtration, washed with water and dried u... Reactants: CC1=C(C=CC(=C1)[N+](=O)[O-])N=C1NC2(CS1)CCCC2 (2-(2-methyl-4-nitrophenylimino)-3-thia-1-azaspiro[4.4]nonane), C1(CCCCCC1)Br (cycloheptyl bromide). Product: CC1=C(C=CC(=C1)[N+](=O)[O-])N=C1N(C2(CS1)CCCC2)C2CCCCCC2 (2-(2-methyl-4-nitrophenylimino)-1-cycloheptyl-3-thia-1-azaspiro [4.4]nonane). As a reaction SMILES: [CH3:1][C:2]1[CH:7]=[C:6]([N+:8]([O-:10])=[O:9])[CH:5]=[CH:4][C:3]=1[N:11]=[C:12]1[S:16][CH2:15][C:14]2([CH2:20][CH2:19][CH2:18][CH2:17]2)[NH:13]1.[CH:21]1(Br)[CH2:27][CH2:26][CH2:25][CH2:24][CH2:23][CH2:22]1>>[CH3:1][C:2]1[CH:7]=[C:6]([N+:8]([O-:10])=[O:9])[CH:5]=[CH:4][C:3]=1[N:11]=[C:12]1[S:16][CH2:15][C:14]2([CH2:17][CH2:18][CH2:19][CH2:20]2)[N:13]1[CH:21]1[CH2:27][CH2:26][CH2:25][CH2:24][CH2:23][CH2:22]1. Procedure: 1-Hydroxymethylcyclopentanamine was prepared according to Method B1c. The 2-hydroxyethylamine was sequentially reacted with SOCl2 and 2-methyl-4-nitrophenyl isothiocyanate according to Method C2a to give 2-(2-methyl-4-nitrophenylimino)-3-thia-1-azaspiro[4.4]nonane. The thiazolidine was reacted with cycloheptyl bromide according to Method D2e to give 2-(2-methyl-4-nitrophenylimino)-1-cycloheptyl-3-thia-1-azaspiro [4.4]nonane. The reactants are C[O-].[Na+] (sodium methoxide), C(C)(=O)O[C@@H]1[C@@H](OCC2=CC=CC=C2)OC[C@H]([C@@H]1OC(C)=O)OC(C)=O (Benzyl 2,3,4-tri-O-acetyl-α-D -lyxopyranoside), AG501-X8. The solvent is CO (methanol), CO.ClCCl (methanol dichloromethane). Yields the product O([C@@H]1[C@@H](O)[C@@H](O)[C@H](O)CO1)CC1=CC=CC=C1 (Benzyl α-D-lyxopyranoside). Isolated yield 77.8%. As a reaction SMILES: C([O:4][C@H:5]1[C@@H:18]([O:19]C(=O)C)[C@H:17]([O:23]C(=O)C)[CH2:16][O:15][C@@H:6]1[O:7][CH2:8][C:9]1[CH:14]=[CH:13][CH:12]=[CH:11][CH:10]=1)(=O)C.C[O-].[Na+]>CO.ClCCl.CO>[O:7]([CH2:8][C:9]1[CH:10]=[CH:11][CH:12]=[CH:13][CH:14]=1)[C@H:6]1[O:15][CH2:16][C@@H:17]([OH:23])[C@H:18]([OH:19])[C@@H:5]1[OH:4] |f:1.2,3.4|. Procedure: A suspension of compound 3 (20 g) in dry methanol:dichloromethane (2:1, 400 ml) containing sodium methoxide in methanol (0.46 g. Na in 100 ml of methanol) was stirred at room temperature until starting product disappeared (tlc). The solution was then made neutral with mixed-bed resin (50 ml, BioRad AG501-X8), filtered and evaporated to dryness to give 4 (10.2 g, 76%).